From a dataset of the Open Reaction Database (ORD), a public repository of structured organic reaction records. describe an organic reaction: reactants, conditions, products, and yield Reactants: C(C)OC([C@H](CC1=CC(=CC=C1)OC[C@@H](COC1=C(C=C(C=C1)Cl)Cl)O)OC(C)C)=O (3-{3-[3-(2,4-dichlorophenoxy)-2(S)-hydroxypropoxy]phenyl}-2(S)-isopropoxypropanoic acid ethyl ester), C(C)N(CC)S(F)(F)F ((diethylamino) sulfur trifluoride), O (Water). Solvent: ClCCl (dichloromethane). Reaction conditions: temperature -78 celsius, time 2 day. Yields the product C(C)OC([C@H](CC1=CC(=CC=C1)OC[C@H](COC1=C(C=C(C=C1)Cl)Cl)F)OC(C)C)=O (3-{3-[3-(2,4-dichlorophenoxy)-2 (R)-fluoropropoxy]phenyl}-2(S)-isopropoxypropanoic acid ethyl ester). RXN SMILES: [CH2:1]([O:3][C:4](=[O:31])[C@@H:5]([O:27][CH:28]([CH3:30])[CH3:29])[CH2:6][C:7]1[CH:12]=[CH:11][CH:10]=[C:9]([O:13][CH2:14][C@H:15](O)[CH2:16][O:17][C:18]2[CH:23]=[CH:22][C:21]([Cl:24])=[CH:20][C:19]=2[Cl:25])[CH:8]=1)[CH3:2].C(N(S(F)(F)[F:38])CC)C.O>ClCCl>[CH2:1]([O:3][C:4](=[O:31])[C@@H:5]([O:27][CH:28]([CH3:30])[CH3:29])[CH2:6][C:7]1[CH:12]=[CH:11][CH:10]=[C:9]([O:13][CH2:14][C@@H:15]([F:38])[CH2:16][O:17][C:18]2[CH:23]=[CH:22][C:21]([Cl:24])=[CH:20][C:19]=2[Cl:25])[CH:8]=1)[CH3:2]. Reported procedure: Using 174 mg of 3-{3-[3-(2,4-dichlorophenoxy)-2(S)-hydroxypropoxy]phenyl}-2(S)-isopropoxypropanoic acid ethyl ester (Production example 279e) was dissolved in 5 ml of dichloromethane, and the mixture was cooled to −78° C. To the solution was added 0.15 ml (diethylamino) sulfur trifluoride, and stirring was continued at room temperature for 2 days. Water was added thereto, and the mixture was extracted with dichloromethane. The organic layer was dried over anhydrous magnesium sulfate, filtered an...